From a dataset of the Open Reaction Database (ORD), a public repository of structured organic reaction records. describe an organic reaction: reactants, conditions, products, and yield Starting materials: CCOC(=O)c1cn2c(Br)cccc2n1, CCOP([O-])OCC, Cc1ccccc1, CCOCC. Product: CCOC(=O)c1cn2c(P(=O)(OCC)OCC)cccc2n1. As a reaction SMILES: [Br:1][c:2]1[cH:3][cH:4][cH:5][c:6]2[n:7]1[cH:8][c:9]([C:11](=[O:12])[O:13][CH2:14][CH3:15])[n:10]2.[CH2:16]([CH3:17])[O:18][P:19]([O:20][CH2:21][CH3:22])[O-:23].[CH3:24][c:25]1[cH:26][cH:27][cH:28][cH:29][cH:30]1.[CH3:31][CH2:32][O:33][CH2:34][CH3:35]>>[c:2]1([P:19]([O:18][CH2:16][CH3:17])([O:20][CH2:21][CH3:22])=[O:23])[cH:3][cH:4][cH:5][c:6]2[n:7]1[cH:8][c:9]([C:11](=[O:12])[O:13][CH2:14][CH3:15])[n:10]2.